This data is from the Open Reaction Database (ORD), a public repository of structured organic reaction records. The task is: describe an organic reaction: reactants, conditions, products, and yield Reactants: CC(C)C(=O)O, NC1CCC(O)CC1. Yields the product CC(C)C(=O)NC1CCC(O)CC1. Reaction SMILES: [CH3:1][CH:2]([CH3:3])[C:4]([OH:5])=[O:6].[NH2:7][CH:8]1[CH2:9][CH2:10][CH:11]([OH:14])[CH2:12][CH2:13]1>>[CH3:1][CH:2]([CH3:3])[C:4](=[O:6])[NH:7][CH:8]1[CH2:9][CH2:10][CH:11]([OH:14])[CH2:12][CH2:13]1. Starting materials: NC1=C(C=CC(=C1N)OC)CCN(C)C (N-[2-(2,3-diamino-4-methoxyphenyl)ethyl]-N,N-dimethylamine), FC(C(=O)O)(F)F (trifluoroacetic acid). Product: COC1=CC=C(C2=C1N=C(N2)C(F)(F)F)CCN(C)C (7-methoxy-4-[2-(N,N-dimethylamino)ethyl]-2-trifluoromethylbenzimidazole). Reaction SMILES: [NH2:1][C:2]1[C:7]([NH2:8])=[C:6]([O:9][CH3:10])[CH:5]=[CH:4][C:3]=1[CH2:11][CH2:12][N:13]([CH3:15])[CH3:14].[F:16][C:17]([F:22])([F:21])[C:18](O)=O>>[CH3:10][O:9][C:6]1[C:7]2[N:8]=[C:18]([C:17]([F:22])([F:21])[F:16])[NH:1][C:2]=2[C:3]([CH2:11][CH2:12][N:13]([CH3:15])[CH3:14])=[CH:4][CH:5]=1. Procedure: 600 mg of N-[2-(2,3-diamino-4-methoxyphenyl)ethyl]-N,N-dimethylamine is heated under reflux for 3 hours with 10 ml of trifluoroacetic acid. After concentration, the residue is recrystallized from isopropanol, thus obtaining 908 mg of 7-methoxy-4-[2-(N,N-dimethylamino)ethyl]-2-trifluoromethylbenzimidazole, trifluoroacetate, mp 182°-185° C. Starting materials: O=C([O-])[O-], Oc1cccc(OCc2ccccc2)c1, CN(C)C=O, CCOC(C)=O, CN(C)CCCl, [Cs+], [Cs+], [Na+], [OH-]. The product is CN(C)CCOc1cccc(OCc2ccccc2)c1. Reaction SMILES: [C:22](=[O:23])([O-:24])[O-:25].[CH2:1]([c:2]1[cH:3][cH:4][cH:5][cH:6][cH:7]1)[O:8][c:9]1[cH:10][c:11]([OH:15])[cH:12][cH:13][cH:14]1.[CH3:28][N:29]([CH3:30])[CH:31]=[O:32].[CH3:33][CH2:34][O:35][C:36](=[O:37])[CH3:38].[Cl:16][CH2:17][CH2:18][N:19]([CH3:20])[CH3:21].[Cs+:26].[Cs+:27].[Na+:40].[OH-:39]>>[CH2:1]([c:2]1[cH:3][cH:4][cH:5][cH:6][cH:7]1)[O:8][c:9]1[cH:10][c:11]([O:15][CH2:17][CH2:18][N:19]([CH3:20])[CH3:21])[cH:12][cH:13][cH:14]1.